Dataset: the Open Reaction Database (ORD), a public repository of structured organic reaction records. Task: describe an organic reaction: reactants, conditions, products, and yield Reactants: C(=S)=S (carbon disulfide), NCCCNCCO (2-(3-Aminopropylamino)ethanol), C(=S)=S (Carbon disulfide), C(=S)=S (carbon disulfide), Cl (hydrochloric acid). Solvent: C(C)O.O (ethyl alcohol water). Yields the product OCCN1C(NCCC1)=S (1-(2-hydroxyethyl)-3,4,5,6-tetrahydropyrimidine-2-thione). Reaction SMILES: [NH2:1][CH2:2][CH2:3][CH2:4][NH:5][CH2:6][CH2:7][OH:8].[C:9](=S)=[S:10].Cl>C(O)C.O>[OH:8][CH2:7][CH2:6][N:5]1[CH2:4][CH2:3][CH2:2][NH:1][C:9]1=[S:10] |f:3.4|. Reported procedure: 2-(3-Aminopropylamino)ethanol (118 ml) is dissolved in 1:1 ethyl alcohol-water (340 ml) and heated to 40°-50° C. Carbon disulfide (60 ml) is added dropwise over a period of about 15 minutes. An exothermic reaction occurs after about half of the amount of carbon disulfide is added. After the addition of all the carbon disulfide, the mixture is refluxed for about 1 hour. Concentrated hydrochloric acid (8 ml) is then added, and the reaction mixture is refluxed overnight. After cooling in an ice bat... Reactants: [BH3-]C#N, C1COCCN1, Cc1cc(Nc2nc(Nc3cc(C)c(C4CCC(=O)CC4)cc3C)ncc2C(F)(F)F)n[nH]1, CC(=O)O, [Na+]. The product is Cc1cc(Nc2nc(Nc3cc(C)c(C4CCC(N5CCOCC5)CC4)cc3C)ncc2C(F)(F)F)n[nH]1. As a reaction SMILES: [C:44]([BH3-:45])#[N:46].[CH2:34]1[CH2:35][O:36][CH2:37][CH2:38][NH:39]1.[CH3:1][c:2]1[c:3]([CH:27]2[CH2:28][CH2:29][C:30](=[O:33])[CH2:31][CH2:32]2)[cH:4][c:5]([CH3:26])[c:6]([NH:8][c:9]2[n:10][cH:11][c:12]([C:22]([F:23])([F:24])[F:25])[c:13]([NH:15][c:16]3[n:17][nH:18][c:19]([CH3:21])[cH:20]3)[n:14]2)[cH:7]1.[CH3:40][C:41](=[O:42])[OH:43].[Na+:47]>>[CH3:1][c:2]1[c:3]([CH:27]2[CH2:28][CH2:29][CH:30]([N:39]3[CH2:34][CH2:35][O:36][CH2:37][CH2:38]3)[CH2:31][CH2:32]2)[cH:4][c:5]([CH3:26])[c:6]([NH:8][c:9]2[n:10][cH:11][c:12]([C:22]([F:23])([F:24])[F:25])[c:13]([NH:15][c:16]3[n:17][nH:18][c:19]([CH3:21])[cH:20]3)[n:14]2)[cH:7]1.